Dataset: the Open Reaction Database (ORD), a public repository of structured organic reaction records. Task: describe an organic reaction: reactants, conditions, products, and yield Starting materials: C(C(=C)C)(=O)OC(C)(C)C (Tert-butyl methacrylate), C(C)(=O)OC=CC1=CC=CC=C1 (acetoxystyrene). Run in C1(=CC=CC=C1)C (toluene). The product is OC=CC1=CC=CC=C1.C(C(=C)C)(=O)OC(C)(C)C (hydroxy styrene t-butyl methacrylate). As a reaction SMILES: [C:1]([O:6][C:7]([CH3:10])([CH3:9])[CH3:8])(=[O:5])[C:2]([CH3:4])=[CH2:3].C([O:14][CH:15]=[CH:16][C:17]1[CH:22]=[CH:21][CH:20]=[CH:19][CH:18]=1)(=O)C>C1(C)C=CC=CC=1>[OH:14][CH:15]=[CH:16][C:17]1[CH:22]=[CH:21][CH:20]=[CH:19][CH:18]=1.[C:1]([O:6][C:7]([CH3:10])([CH3:9])[CH3:8])(=[O:5])[C:2]([CH3:4])=[CH2:3] |f:3.4|. Procedure details: Tert-butyl methacrylate (5.7 g; 40 mmol) and 9.7 g (60 mmol) of acetoxystyrene were dissolved in toluene (80 mL). The reaction product was separated by the same method as that described in example 2, except that 0.67 g of AIBN was added. The reactants are NC1=C(C(=O)N(C)C)C=CC=C1 (2-Amino-N,N-dimethylbenzamide), CNC (dimethylamine), C1=2C(=O)OC(NC1=CC=CC2)=O (isatoic anhydride). Product: N1C(=NCC1)CNC1=C(C(=O)N(C)C)C=CC=C1 (2-[(4,5-dihydro-1H-imidazol-2-ylmethyl)amino]-N,N-dimethylbenzamide). As a reaction SMILES: [NH2:1][C:2]1[CH:12]=[CH:11][CH:10]=[CH:9][C:3]=1[C:4]([N:6]([CH3:8])[CH3:7])=[O:5].[CH3:13][NH:14]C.C12[C:22](=[CH:23]C=CC=1)[NH:21][C:20](=O)OC2=O>>[NH:21]1[CH2:20][CH2:13][N:14]=[C:22]1[CH2:23][NH:1][C:2]1[CH:12]=[CH:11][CH:10]=[CH:9][C:3]=1[C:4]([N:6]([CH3:8])[CH3:7])=[O:5]. Reported procedure: 2-Amino-N,N-dimethylbenzamide (prepared from dimethylamine [2M in tetrahydrofuran]and isatoic anhydride, using the methods described in Example 17) and CMI were reacted using conditions described in the general procedure for CMI coupling to give 2-[(4,5-dihydro-1H-imidazol-2-ylmethyl)amino]-N,N-dimethylbenzamide. The reactants are CCCBr, COc1ccc(NS(=O)(=O)c2cccc(OC(F)F)c2)cc1N1CCN(C(=O)OC(C)(C)C)CC1, [H-], [Na+]. Product: CCCN(c1ccc(OC)c(N2CCN(C(=O)OC(C)(C)C)CC2)c1)S(=O)(=O)c1cccc(OC(F)F)c1. As a reaction SMILES: [Br:38][CH2:39][CH2:40][CH3:41].[C:1]([CH3:2])([CH3:3])([CH3:4])[O:5][C:6](=[O:7])[N:8]1[CH2:9][CH2:10][N:11]([c:14]2[c:15]([O:34][CH3:35])[cH:16][cH:17][c:18]([NH:20][S:21](=[O:22])(=[O:23])[c:24]3[cH:25][c:26]([O:30][CH:31]([F:32])[F:33])[cH:27][cH:28][cH:29]3)[cH:19]2)[CH2:12][CH2:13]1.[H-:36].[Na+:37]>>[C:1]([CH3:2])([CH3:3])([CH3:4])[O:5][C:6](=[O:7])[N:8]1[CH2:9][CH2:10][N:11]([c:14]2[c:15]([O:34][CH3:35])[cH:16][cH:17][c:18]([N:20]([S:21](=[O:22])(=[O:23])[c:24]3[cH:25][c:26]([O:30][CH:31]([F:32])[F:33])[cH:27][cH:28][cH:29]3)[CH2:39][CH2:40][CH3:41])[cH:19]2)[CH2:12][CH2:13]1. The reactants are C(C1=CC=CC=C1)Br (benzyl bromide), C(C)(=O)OCC (ethyl acetate), [H-].[Na+] (NaH), OC1CC(C1)S(=O)(=O)OCCCC (butyl 3-hydroxycyclobutane-1-sulfonate). Solvent: C1CCOC1 (THF), CCCCCC (hexane). Reaction conditions: time 30 minute. Product: C(C1=CC=CC=C1)OC1CC(C1)S(=O)(=O)OCCCC (butyl 3-(benzyloxy)cyclobutane-1-sulfonate). Isolated yield 39.9%. Reaction SMILES: [H-].[Na+].[OH:3][CH:4]1[CH2:7][CH:6]([S:8]([O:11][CH2:12][CH2:13][CH2:14][CH3:15])(=[O:10])=[O:9])[CH2:5]1.[CH2:16](Br)[C:17]1[CH:22]=[CH:21][CH:20]=[CH:19][CH:18]=1.C(OCC)(=O)C>C1COCC1.CCCCCC>[CH2:16]([O:3][CH:4]1[CH2:7][CH:6]([S:8]([O:11][CH2:12][CH2:13][CH2:14][CH3:15])(=[O:10])=[O:9])[CH2:5]1)[C:17]1[CH:22]=[CH:21][CH:20]=[CH:19][CH:18]=1 |f:0.1|. Procedure: 60% NaH (0.95 g, 2.52 (CH2)2CH3 mmol) was added to a cooled solution of butyl 3-hydroxycyclobutane-1-sulfonate (0.35 g, 1.68 mmol) in dry THF (20 mL) at 0° C. and the resulting reaction mass was stirred at room temperature for 30 minutes. This was followed by the addition of benzyl bromide (0.43 g, 2.52 mmol) and stirred the resulting mixture at room temperature for 2 hours. The reaction was monitored by TLC (20% ethyl acetate in hexane). The reaction mixture was quenched with ice-water and extr... Starting materials: CC(C)(C)OC(=O)Cn1ccc2ccc(OCc3ccc(-c4ccc(OC(F)(F)F)cc4)nc3)cc21, [Li+], [OH-]. The product is O=C(O)Cn1ccc2ccc(OCc3ccc(-c4ccc(OC(F)(F)F)cc4)nc3)cc21. Reaction SMILES: [C:1]([CH3:2])([CH3:3])([CH3:4])[O:5][C:6]([CH2:7][n:8]1[cH:9][cH:10][c:11]2[cH:12][cH:13][c:14]([O:17][CH2:18][c:19]3[cH:20][n:21][c:22](-[c:25]4[cH:26][cH:27][c:28]([O:31][C:32]([F:33])([F:34])[F:35])[cH:29][cH:30]4)[cH:23][cH:24]3)[cH:15][c:16]12)=[O:36].[Li+:38].[OH-:37]>>[O:5]=[C:6]([CH2:7][n:8]1[cH:9][cH:10][c:11]2[cH:12][cH:13][c:14]([O:17][CH2:18][c:19]3[cH:20][n:21][c:22](-[c:25]4[cH:26][cH:27][c:28]([O:31][C:32]([F:33])([F:34])[F:35])[cH:29][cH:30]4)[cH:23][cH:24]3)[cH:15][c:16]12)[OH:36]. Starting materials: C(C)(C)(C)C1=CC=C(N)C=C1 (4-tert-butylaniline), C(O)([O-])=O.[Na+] (sodium hydrogen carbonate), S(=O)(=O)([O-])[O-].C(CCC)[N+](CCCC)(CCCC)CCCC.C(CCC)[N+](CCCC)(CCCC)CCCC (tetrabutylammonium sulfate), FC(C(F)(F)F)(F)I (perfluoroethyl iodide), S(=O)([O-])S(=O)[O-].[Na+].[Na+] (sodium dithionite). The solvent is C(C)(=O)OCC (ethyl acetate), O (water). Run at time 15 hour. Product: C(C)(C)(C)C1=CC(=C(N)C=C1)C(C(F)(F)F)(F)F (4-t-butyl-2-pentafluoroethylaniline). Isolated yield 17.8%. As a reaction SMILES: [C:1]([C:5]1[CH:11]=[CH:10][C:8]([NH2:9])=[CH:7][CH:6]=1)([CH3:4])([CH3:3])[CH3:2].[F:12][C:13](I)([F:18])[C:14]([F:17])([F:16])[F:15].S(S([O-])=O)([O-])=O.[Na+].[Na+].C(=O)([O-])O.[Na+].S([O-])([O-])(=O)=O.C([N+](CCCC)(CCCC)CCCC)CCC.C([N+](CCCC)(CCCC)CCCC)CCC>C(OCC)(=O)C.O>[C:1]([C:5]1[CH:6]=[CH:7][C:8]([NH2:9])=[C:10]([C:13]([F:18])([F:12])[C:14]([F:17])([F:16])[F:15])[CH:11]=1)([CH3:4])([CH3:2])[CH3:3] |f:2.3.4,5.6,7.8.9|. Procedure: To a liquid mixture of 40 ml of water and 40 ml of ethyl acetate were successively added 2.2 g of 4-tert-butylaniline, 5.0 g of perfluoroethyl iodide, 3.1 g of sodium dithionite, 1.5 g of sodium hydrogen carbonate and 0.6 g of tetrabutylammonium sulfate, and the resulting mixture was stirred at room temperature for 15 hours. The organic layer was separated, then the aqueous layer was extracted with 20 ml of ethyl acetate, and the organic layer were combined and washed successively with 2N aqueou... Starting materials: Nc1ccccn1, O=C(O)c1nnc2ccccc2c1O. Product: O=C(Nc1ccccn1)c1nnc2ccccc2c1O. Reaction SMILES: [NH2:15][c:16]1[n:17][cH:18][cH:19][cH:20][cH:21]1.[OH:1][c:2]1[c:3]([C:12](=[O:13])[OH:14])[n:4][n:5][c:6]2[cH:7][cH:8][cH:9][cH:10][c:11]12>>[OH:1][c:2]1[c:3]([C:12](=[O:14])[NH:15][c:16]2[n:17][cH:18][cH:19][cH:20][cH:21]2)[n:4][n:5][c:6]2[cH:7][cH:8][cH:9][cH:10][c:11]12.